This data is from the Open Reaction Database (ORD), a public repository of structured organic reaction records. The task is: describe an organic reaction: reactants, conditions, products, and yield RXN SMILES: ClC(Cl)(OC(=O)OC(Cl)(Cl)Cl)Cl.[O:13]1[C:22]2[C:17](=[CH:18][CH:19]=[CH:20][CH:21]=2)[CH:16](O)[CH2:15][CH2:14]1.[SH:24][C:25]1[N:29]=[CH:28][NH:27][N:26]=1.C(=O)([O-])[O-].[K+].[K+]>CN(C)C=O.N1C=CC=CC=1.ClCCl>[O:13]1[C:22]2[C:17](=[CH:18][CH:19]=[CH:20][CH:21]=2)[CH:16]([S:24][C:25]2[N:29]=[CH:28][NH:27][N:26]=2)[CH2:15][CH2:14]1 |f:3.4.5|. The yield is 47.2%. Reported procedure: To a mixture of triphosgene (95 mg) and dichloromethane (4 ml), with stirring, were added pyridine (82 μl) and 4-chromanol (150 mg) in this order with cooling it on an ice bath. Additional pyridine (82 μl) was added, and the reaction mixture was stirred at room temperature for 2 hours. The reaction solution was added to a mixture of 3-mercapto-1H-1,2,4-triazole (110 mg), anhydrous potassium carbonate (200 mg) and N,N-dimethylformamide (2 ml), and stirred overnight. The reaction solution was wash... Starting materials: O1CCC(C2=CC=CC=C12)O (4-chromanol), SC1=NNC=N1 (3-mercapto-1H-1,2,4-triazole), C([O-])([O-])=O.[K+].[K+] (potassium carbonate), ClC(Cl)(OC(OC(Cl)(Cl)Cl)=O)Cl (triphosgene). The solvent is N1=CC=CC=C1 (pyridine), N1=CC=CC=C1 (pyridine), CN(C=O)C (N,N-dimethylformamide), ClCCl (dichloromethane). Product: O1CCC(C2=CC=CC=C12)SC1=NNC=N1 (3-(Chroman-4-yl)thio-1H-1,2,4-triazole). The reactants are COC=CC=1C=C2C=NNC2=C(C1)C (5-(2-methoxy-vinyl)-7-methyl-1H-indazole), Cl(=O)(=O)(=O)O (perchloric acid), Cl(=O)(=O)(=O)O (perchloric acid). Run in O (water), C(C)(=O)OCC (ethyl acetate), O1CCCC1 (tetrahydrofuran). Conditions: time 2 hour. Yields the product CC=1C=C(C=C2C=NNC12)CC=O ((7-methyl-1H-indazol-5-yl)-acetaldehyde). RXN SMILES: C[O:2][CH:3]=[CH:4][C:5]1[CH:6]=[C:7]2[C:11](=[C:12]([CH3:14])[CH:13]=1)[NH:10][N:9]=[CH:8]2.Cl(O)(=O)(=O)=O>O1CCCC1.O.C(OCC)(=O)C>[CH3:14][C:12]1[CH:13]=[C:5]([CH2:4][CH:3]=[O:2])[CH:6]=[C:7]2[C:11]=1[NH:10][N:9]=[CH:8]2. Procedure: To a solution of 5-(2-methoxy-vinyl)-7-methyl-1H-indazole (365 mg, 1.94 mmol, 1.0 equiv.) in tetrahydrofuran (8 mL) was added 60% perchloric acid (0.63 mL, 3 equiv) in one portion under nitrogen. After 2 h, more perchloric acid (0.63 mL) was added. After 4 h, LCMS indicated that no starting material was present. The reaction mixture was diluted with water and ethyl acetate. The layers were separated and the organic layer was washed with water (3×). The organic layer was separated, dried over sod... The reactants are C(C1=CC=CC=C1)C1=C(O[C@H]2[C@H](CC3=CC=CC=C23)NC(=O)OC(C)(C)C)C=CC=C1 ((±)cis-1-(2-benzylphenoxy)-2-tert-butoxycarbonylaminoindane), O (water), [H-].[Na+] (sodium hydride), IC (iodomethane). Run in CN(C=O)C (dimethylformamide), CN(C=O)C (N,N-dimethylformamide). Run at time 45 minute. Yields the product C(C1=CC=CC=C1)C1=C(O[C@H]2[C@H](CC3=CC=CC=C23)N(C(=O)OC(C)(C)C)C)C=CC=C1 ((±)cis-1-(2-Benzylphenoxy)-2-(N-methyl-N-tert-butoxycarbonylamino)indane). The yield is 92.5%. Reaction SMILES: [H-].[Na+].[CH2:3]([C:10]1[CH:33]=[CH:32][CH:31]=[CH:30][C:11]=1[O:12][C@@H:13]1[C:21]2[C:16](=[CH:17][CH:18]=[CH:19][CH:20]=2)[CH2:15][C@@H:14]1[NH:22][C:23]([O:25][C:26]([CH3:29])([CH3:28])[CH3:27])=[O:24])[C:4]1[CH:9]=[CH:8][CH:7]=[CH:6][CH:5]=1.I[CH3:35].O>CN(C)C=O>[CH2:3]([C:10]1[CH:33]=[CH:32][CH:31]=[CH:30][C:11]=1[O:12][C@@H:13]1[C:21]2[C:16](=[CH:17][CH:18]=[CH:19][CH:20]=2)[CH2:15][C@@H:14]1[N:22]([CH3:35])[C:23]([O:25][C:26]([CH3:29])([CH3:27])[CH3:28])=[O:24])[C:4]1[CH:5]=[CH:6][CH:7]=[CH:8][CH:9]=1 |f:0.1|. Procedure: To a suspension of sodium hydride (80% disp. in oil, 43 mg, 1.4 mmol) in dry N,N-dimethylformamide (2 ml) under nitrogen was added dropwise a solution of (±)cis-1-(2-benzylphenoxy)-2-tert-butoxycarbonylaminoindane (492 mg, 1.2 mmol) in dimethylformamide (5 ml). After stirring the mixture for 45 minutes at room temperature, iodomethane (88 μl, 1.4 mmol) was added dropwise and stirring continued for a further 45 minutes. The reaction mixture was then poured into a large excess of water and extract... Reactants: C(Cl)(Cl)Cl.CO (CHCl3 MeOH), C(Cl)(Cl)Cl.CO (CHCl3 MeOH), C(CCOC1=C(C=C(C(=C1)OC)C(=O)N1C(CC(C1)=C)CO)[N+](=O)[O-])OC1=C(C=C(C(=C1)OC)C(=O)N1[C@@H](CC(C1)=C)CO)[N+](=O)[O-] ((2S)-1,1′-[[(Propane-1,3-diyl)dioxy]bis[(2-nitro-5-methoxy-1,4-phenylene)carbonyl]]bis [2-(hydroxymethyl)-4-methylidenepyrrolidine]). Isolated yield 60.7%. Run at time 45 minute. The product is C(CCOC1=C(C=C(C(=C1)OC)C(=O)N1C(CC(C1)=C)CO)N)OC1=C(C=C(C(=C1)OC)C(=O)N1[C@@H](CC(C1)=C)CO)N ((2S)-1,1′-[[(Propane-1,3-diyl)dioxy]bis[(2-amino-5-methoxy-1,4-phenylene)carbonyl]]bis[2-(hydroxymethyl)-4-methylidenepyrrolidine]). Run in CO (MeOH). RXN SMILES: [CH2:1]([O:26][C:27]1[CH:32]=[C:31]([O:33][CH3:34])[C:30]([C:35]([N:37]2[CH2:41][C:40](=[CH2:42])[CH2:39][C@H:38]2[CH2:43][OH:44])=[O:36])=[CH:29][C:28]=1[N+:45]([O-])=O)[CH2:2][CH2:3][O:4][C:5]1[CH:10]=[C:9]([O:11][CH3:12])[C:8]([C:13]([N:15]2[CH2:19][C:18](=[CH2:20])[CH2:17][CH:16]2[CH2:21][OH:22])=[O:14])=[CH:7][C:6]=1[N+:23]([O-])=O.C(Cl)(Cl)Cl.CO>CO>[CH2:3]([O:4][C:5]1[CH:10]=[C:9]([O:11][CH3:12])[C:8]([C:13]([N:15]2[CH2:19][C:18](=[CH2:20])[CH2:17][C@H:16]2[CH2:21][OH:22])=[O:14])=[CH:7][C:6]=1[NH2:23])[CH2:2][CH2:1][O:26][C:27]1[CH:32]=[C:31]([O:33][CH3:34])[C:30]([C:35]([N:37]2[CH2:41][C:40](=[CH2:42])[CH2:39][CH:38]2[CH2:43][OH:44])=[O:36])=[CH:29][C:28]=1[NH2:45] |f:1.2|. Procedure details: A mixture of the diol 76 (0.98 g, 1.49 mmol) and SnCl20.2H2O (3.36 g, 14.9 mmol) in MeOH (35 mL) was heated at reflux and the progress of the reaction monitored by TLC (90% CHCl3/MeOH). After 45 minutes, the MeOH was evaporated in vacuo and the resulting residue was cooled (ice), and treated carefully with saturated NaHCO3 (120 mL). The mixture was diluted with EtOAc (120 mL), and after 16 hours stirring at room temperature the inorganic precipitate was removed by filtration through celite. The ... Reactants: O=C([O-])[O-], CCS, [Cs+], [Cs+], COc1ccc(C(Nc2cccc3[nH]c(=O)ccc23)C2(C(F)(F)F)CO2)c(F)c1, CN(C)C=O, O. Product: CCSCC(O)(C(Nc1cccc2[nH]c(=O)ccc12)c1ccc(OC)cc1F)C(F)(F)F. Reaction SMILES: [C:30](=[O:31])([O-:32])[O-:33].[CH2:36]([CH3:37])[SH:38].[Cs+:34].[Cs+:35].[F:1][c:2]1[c:3]([CH:10]([C:11]2([C:14]([F:15])([F:16])[F:17])[O:12][CH2:13]2)[NH:18][c:19]2[c:20]3[cH:21][cH:22][c:23](=[O:29])[nH:24][c:25]3[cH:26][cH:27][cH:28]2)[cH:4][cH:5][c:6]([O:8][CH3:9])[cH:7]1.[O:40]=[CH:41][N:42]([CH3:43])[CH3:44].[OH2:39]>>[F:1][c:2]1[c:3]([CH:10]([C:11]([OH:12])([CH2:13][S:38][CH2:36][CH3:37])[C:14]([F:15])([F:16])[F:17])[NH:18][c:19]2[c:20]3[cH:21][cH:22][c:23](=[O:29])[nH:24][c:25]3[cH:26][cH:27][cH:28]2)[cH:4][cH:5][c:6]([O:8][CH3:9])[cH:7]1. The reactants are CC1=C(C2=C(OCC2)C(=C1C)C)C1CC(=CC(C1)=O)O (5-(2,3-dihydro-5,6,7-trimethylbenzo[b]furan-4-yl)-3-hydroxycyclohex-2-en-1-one), [Na] (Sodium). Product: C(CCC)(=O)C=1C(CC(CC1O)C1=C(C(=C(C=2OCCC21)C)C)C)=O (2-Butyryl-5-(2,3-dihydro-5,6,7-trimethylbenzo[b]furan-4-yl)-3-hydroxycyclohex-2-en-1-one). As a reaction SMILES: [CH3:1][C:2]1[C:10]([CH3:11])=[C:9]([CH3:12])[C:5]2[O:6][CH2:7][CH2:8][C:4]=2[C:3]=1[CH:13]1[CH2:18][C:17](=[O:19])[CH:16]=[C:15]([OH:20])[CH2:14]1.[Na]>>[C:5]([C:16]1[C:17](=[O:19])[CH2:18][CH:13]([C:3]2[C:4]3[CH2:8][CH2:7][O:6][C:5]=3[C:9]([CH3:12])=[C:10]([CH3:11])[C:2]=2[CH3:1])[CH2:14][C:15]=1[OH:20])(=[O:6])[CH2:4][CH2:3][CH3:2] |^1:20|. Procedure: 2-Butyryl-5-(2,3-dihydro-5,6,7-trimethylbenzo[b]furan-4-yl)-3-hydroxycyclohex-2-en-1-one was prepared from 5-(2,3-dihydro-5,6,7-trimethylbenzo[b]furan-4-yl)-3-hydroxycyclohex-2-en-1-one following essentially the same procedure as that described in Example 6 part (iii), and was obtained as a yellow oil. Pmr spectrum (CDCl3 ; δ in ppm): 1.00 (3H,t); 1.60 (2H,m); 2.15 (3H,s); 2.17 (3H,s); 2.22 (3H,s); 2.26-3.38 (8H,m); 3.74 (1H,m); 4.49 (2H,t); 15.20 (1H,broad s). The reactants are c1ccc(COc2ccc3[nH]nc(-c4cc5cc(OCCN6CCCCC6)ccc5[nH]4)c3c2)cc1, CCO, O=C[O-], [NH4+], [Pd]. Product: Oc1ccc2[nH]nc(-c3cc4cc(OCCN5CCCCC5)ccc4[nH]3)c2c1. RXN SMILES: [CH2:1]([c:2]1[cH:3][cH:4][cH:5][cH:6][cH:7]1)[O:8][c:9]1[cH:10][c:11]2[c:12](-[c:18]3[nH:19][c:20]4[cH:21][cH:22][c:23]([O:27][CH2:28][CH2:29][N:30]5[CH2:31][CH2:32][CH2:33][CH2:34][CH2:35]5)[cH:24][c:25]4[cH:26]3)[n:13][nH:14][c:15]2[cH:16][cH:17]1.[CH3:40][CH2:41][OH:42].[CH:36]([O-:37])=[O:38].[NH4+:39].[Pd:43]>>[OH:8][c:9]1[cH:10][c:11]2[c:12](-[c:18]3[nH:19][c:20]4[cH:21][cH:22][c:23]([O:27][CH2:28][CH2:29][N:30]5[CH2:31][CH2:32][CH2:33][CH2:34][CH2:35]5)[cH:24][c:25]4[cH:26]3)[n:13][nH:14][c:15]2[cH:16][cH:17]1. Starting materials: C(C)(C)(C)C1=CC(=CC=2C(C(OC21)=O)O)C (7-tert-butyl-3-hydroxy-5-methyl-3H-benzofuran-2-one), 22B, C(C)(C)(C)C1=CC(=CC=2C(C(OC21)=O)O)C (7-tert-butyl-3-hydroxy-5-methyl-3H-benzofuran-2-one), CN1C2=CC=CC=C2C=2C=CC=CC12 (N-methylcarbazole). The solvent is CCCCCCCC (n-octane). Product: C(C)(C)(C)C1=CC(=CC=2C(C(OC21)=O)C=2C=CC=1N(C3=CC=CC=C3C1C2)C)C (7-tert-butyl-5-methyl-3-(9-methyl-9H-carbazol-3-yl)-3H-benzofuran-2-one). The yield is 18.3%. RXN SMILES: [C:1]([C:5]1[C:13]2[O:12][C:11](=[O:14])[CH:10](O)[C:9]=2[CH:8]=[C:7]([CH3:16])[CH:6]=1)([CH3:4])([CH3:3])[CH3:2].[CH3:17][N:18]1[C:30]2[CH:29]=[CH:28][CH:27]=[CH:26][C:25]=2[C:24]2[C:19]1=[CH:20][CH:21]=[CH:22][CH:23]=2>CCCCCCCC>[C:1]([C:5]1[C:13]2[O:12][C:11](=[O:14])[CH:10]([C:22]3[CH:21]=[CH:20][C:19]4[N:18]([CH3:17])[C:30]5[C:25]([C:24]=4[CH:23]=3)=[CH:26][CH:27]=[CH:28][CH:29]=5)[C:9]=2[CH:8]=[C:7]([CH3:16])[CH:6]=1)([CH3:4])([CH3:3])[CH3:2]. Reported procedure: A mixture of 2.2 g (10.0 mmol) of 7-tert-butyl-3-hydroxy-5-methyl-3H-benzofuran-2-one (compound (202), Example la, Table 2), 1.8 g (10.0 mmol) of N-methylcarbazole and 0.2 g of Fulcat 22B and 20 ml of n-octane is refluxed for 5 hours under nitrogen. The Fulcat 22B catalyst is subsequently removed by filtration and excess n-octane is distilled off on a vacuum rotary evaporator. Chromatography of the residue on silica gel with the solvent system dichloromethanlhexane=1:2 to 1:1 and subsequent crys... Reactants: CS(=O)(=O)NC=1C=C2CC(N(C2=CC1)CC(=O)OC)=O (methyl 2-(5-(methylsulfonamido)-2-oxoindolin-1-yl)acetate), Cl (HCl). Solvent: O1CCOCC1 (dioxane). Reaction conditions: time 24 hour. Yields the product CS(=O)(=O)NC=1C=C2CC(N(C2=CC1)CC(=O)O)=O (2-(5-(methylsulfonamido)-2-oxoindolin-1-yl)acetic acid). The yield is 100.0%. RXN SMILES: [CH3:1][S:2]([NH:5][C:6]1[CH:7]=[C:8]2[C:12](=[CH:13][CH:14]=1)[N:11]([CH2:15][C:16]([O:18]C)=[O:17])[C:10](=[O:20])[CH2:9]2)(=[O:4])=[O:3].Cl>O1CCOCC1>[CH3:1][S:2]([NH:5][C:6]1[CH:7]=[C:8]2[C:12](=[CH:13][CH:14]=1)[N:11]([CH2:15][C:16]([OH:18])=[O:17])[C:10](=[O:20])[CH2:9]2)(=[O:3])=[O:4]. Procedure: To a solution of methyl 2-(5-(methylsulfonamido)-2-oxoindolin-1-yl)acetate (0.133 g, 0.446 mmol) in dioxane (5 ml), 12M HCl (4 ml, 48.0 mmol) was added, and the mixture was stirred at room temperature for 24 hours. The volatiles fractions were evaporated and the residue was dried under vacuum. Crude of 2-(5-(methylsulfonamido)-2-oxoindolin-1-yl)acetic acid (0.130 g, 0.446 mmol, 100% yield) was used for the next step without any further purification. MS/ESI+ 284.9 [MH]+.